Dataset: the Open Reaction Database (ORD), a public repository of structured organic reaction records. Task: describe an organic reaction: reactants, conditions, products, and yield The reactants are C(C(=O)Cl)(=O)Cl (oxalyl chloride), C(=O)(O)C1=CN(C2=CC=CC=C12)C=1N=CC2=CC=CC=C2C1 (3-carboxy-1-(isoquinol-3-yl)-1H-indole), C(C(=O)Cl)(=O)Cl (oxalyl chloride). Solvent: ClCCl (dichloromethane). Run at temperature 22 celsius, time 15 hour. Yields the product Cl.ClC(=O)C1=CN(C2=CC=CC=C12)C=1N=CC2=CC=CC=C2C1 (3-chlorocarbonyl-1-(isoquinol-3-yl)-1H-indole hydrochloride). The yield is 79.4%. As a reaction SMILES: [C:1](Cl)(=O)[C:2]([Cl:4])=[O:3].C(C1[C:18]2[C:13](=[CH:14][CH:15]=[CH:16][CH:17]=2)[N:12]([C:19]2[N:20]=[CH:21][C:22]3[C:27]([CH:28]=2)=[CH:26][CH:25]=[CH:24][CH:23]=3)[CH:11]=1)(O)=O>ClCCl>[ClH:4].[Cl:4][C:2]([C:1]1[C:14]2[C:13](=[CH:18][CH:17]=[CH:16][CH:15]=2)[N:12]([C:19]2[N:20]=[CH:21][C:22]3[C:27]([CH:28]=2)=[CH:26][CH:25]=[CH:24][CH:23]=3)[CH:11]=1)=[O:3] |f:3.4|. Reported procedure: 0.7 cm3 (8 mmol) of oxalyl chloride is added to a suspension, cooled to a temperature in the region of 5° C., of 0.74 g (2.57 mmol) of 3-carboxy-1-(isoquinol-3-yl)-1H-indole in 15 cm3 of dichloromethane under an argon atmosphere. After stirring at a temperature in the region of 22° C. for 15 hours, the reaction mixture is concentrated to dryness under reduced pressure (2.7 kPa). The residue, dissolved in 15 cm3 of dichloromethane, is again reacted with 1 cm3 (11.46 mmol) of oxalyl chloride. Afte...